Dataset: the Open Reaction Database (ORD), a public repository of structured organic reaction records. Task: describe an organic reaction: reactants, conditions, products, and yield Reactants: C(C1=CC=CC=C1)OC=1C(=NC(=CC1)Br)C(=O)NCC1=CC=C(C=C1)F (3-(benzyloxy)-6-bromo-N-(4-fluorobenzyl)picolinamide), B(Br)(Br)Br (BBr3), C(=O)([O-])[O-].[K+].[K+] (K2CO3), CO (CH3OH). Run in C(Cl)Cl (CH2Cl2). Conditions: time 12 hour. Product: BrC1=CC=C(C(=N1)C(=O)NCC1=CC=C(C=C1)F)O (6-bromo-N-(4-fluorobenzyl)-3-hydroxypicolinamide). Yield: 55.9%. Reaction SMILES: C([O:8][C:9]1[C:10]([C:16]([NH:18][CH2:19][C:20]2[CH:25]=[CH:24][C:23]([F:26])=[CH:22][CH:21]=2)=[O:17])=[N:11][C:12]([Br:15])=[CH:13][CH:14]=1)C1C=CC=CC=1.B(Br)(Br)Br.CO.C([O-])([O-])=O.[K+].[K+]>C(Cl)Cl>[Br:15][C:12]1[N:11]=[C:10]([C:16]([NH:18][CH2:19][C:20]2[CH:25]=[CH:24][C:23]([F:26])=[CH:22][CH:21]=2)=[O:17])[C:9]([OH:8])=[CH:14][CH:13]=1 |f:3.4.5|. Procedure: To a solution of 3-(benzyloxy)-6-bromo-N-(4-fluorobenzyl)picolinamide (50 mg, 0.11 mmol) in CH2Cl2 (5 mL) was added BBr3 (1.5 mL) dropwise at −78° C. under N2. The mixture was allowed to room temperature and stirred for another 12 hours. Then CH3OH was added and the mixture was adjusted to pH=7 by saturated K2CO3. The mixture was extracted with EtOAc and the combined organic phase was washed with brine, dried over Na2SO4 and concentrated. The residue was purified by prep-TLC (PE:EtOAc=5:1) to af...